Dataset: the Open Reaction Database (ORD), a public repository of structured organic reaction records. Task: describe an organic reaction: reactants, conditions, products, and yield Reactants: COC1=CC=C(C=C1)C1SC2=C(N(C(C1OC(C)=O)=O)C(C)=O)C=CC=C2 (2-(4'-Methoxyphenyl)-3-acetoxy-5-acetyl-2,3-dihydro-1,5-benzothiazepin-4(5H)-one), COC1=CC=C(C=C1)C1SC2=C(N(C(C1OC(C)=O)=O)C(C)=O)C=CC=C2 (2-(4'-Methoxyphenyl)-3-acetoxy-5-acetyl-2,3-dihydro-1,5-benzothiazepin-4(5H)-one), C(C)NCC (diethylamine). Run in C(Cl)(Cl)Cl (chloroform). Reaction conditions: time 1 hour. Product: COC1=CC=C(C=C1)C1SC2=C(NC(C1OC(C)=O)=O)C=CC=C2 (2-(4'-methoxyphenyl)-3-acetoxy-2,3-dihydro-1,5-benzothiazepin-4(5H)-one). Yield: 94.8%. RXN SMILES: [CH3:1][O:2][C:3]1[CH:8]=[CH:7][C:6]([CH:9]2[CH:15]([O:16][C:17](=[O:19])[CH3:18])[C:14](=[O:20])[N:13](C(=O)C)[C:12]3[CH:24]=[CH:25][CH:26]=[CH:27][C:11]=3[S:10]2)=[CH:5][CH:4]=1.C(NCC)C>C(Cl)(Cl)Cl>[CH3:1][O:2][C:3]1[CH:4]=[CH:5][C:6]([CH:9]2[CH:15]([O:16][C:17](=[O:19])[CH3:18])[C:14](=[O:20])[NH:13][C:12]3[CH:24]=[CH:25][CH:26]=[CH:27][C:11]=3[S:10]2)=[CH:7][CH:8]=1. Reported procedure: 7-(1). 2-(4'-Methoxyphenyl)-3-acetoxy-5-acetyl-2,3-dihydro-1,5-benzothiazepin-4(5H)-one [Compound (VII)] (1.93 g) and diethylamine (0.44 g) are added to chloroform (20 ml), and the mixture is stirred at room temperature for one hour. After distilling off chloroform, water is added to the residue, and the precipitated crystals are separated by filtration, washed with water and dried to give the title compound (II) (1.63 g, 94.8%), m.p. 198°-200° C.